describe an organic reaction: reactants, conditions, products, and yield From a dataset of the Open Reaction Database (ORD), a public repository of structured organic reaction records. As a reaction SMILES: [CH3:22][N:23]([C:24]([O:25][C:26]([CH3:27])([CH3:28])[CH3:29])=[O:30])[CH2:31][CH2:32][CH2:33][CH:34]=[O:35].[CH3:43][OH:44].[H:41][H:42].[NH2:1][c:2]1[cH:3][c:4]([O:20][CH3:21])[c:5]([C:6](=[O:7])[NH:8][CH:9]2[CH:10]([O:15][CH3:16])[CH2:11][NH:12][CH2:13][CH2:14]2)[cH:17][c:18]1[Cl:19].[cH:36]1[cH:37][s:38][cH:39][cH:40]1>>[NH2:1][c:2]1[cH:3][c:4]([O:20][CH3:21])[c:5]([C:6](=[O:7])[NH:8][CH:9]2[CH:10]([O:15][CH3:16])[CH2:11][N:12]([CH2:34][CH2:33][CH2:32][CH2:31][N:23]([CH3:22])[C:24]([O:25][C:26]([CH3:27])([CH3:28])[CH3:29])=[O:30])[CH2:13][CH2:14]2)[cH:17][c:18]1[Cl:19]. Starting materials: CN(CCCC=O)C(=O)OC(C)(C)C, CO, [H][H], COc1cc(N)c(Cl)cc1C(=O)NC1CCNCC1OC, c1ccsc1. Yields the product COc1cc(N)c(Cl)cc1C(=O)NC1CCN(CCCCN(C)C(=O)OC(C)(C)C)CC1OC. Starting materials: alcohol, KN(SiMe3)2, C(C)(C)=C([C@H]([C@H](C=O)O)O)O (isopropylidene-D-erythrose), Wittig reagent (4-carbethoxybutyl) triphenylphosphonium bromide, alcohol, C1(=CC=C(C=C1)S(=O)(=O)Cl)C (p-toluenesulfonyl chloride). Solvent: C1CCOC1 (THF). Product: CC=1C=CC(=CC1)S(=O)(=O)O (p-toluenesulfonate). Isolated yield 50.0%. As a reaction SMILES: C(=C(O)[C@@H](O)[C@@H](O)C=[O:8])(C)C.[C:12]1([CH3:22])[CH:17]=[CH:16][C:15]([S:18](Cl)(=[O:20])=[O:19])=[CH:14][CH:13]=1>C1COCC1>[CH3:22][C:12]1[CH:17]=[CH:16][C:15]([S:18]([OH:8])(=[O:20])=[O:19])=[CH:14][CH:13]=1. Procedure details: For example, alcohol 4 was prepared with a 50-65 percent yield by coupling 2,3,-isopropylidene-D-erythrose with the known Wittig reagent (4-carbethoxybutyl) triphenylphosphonium bromide and KN(SiMe3)2 in THF at -78 degrees C. to 0 degrees C. The alcohol 4 was then treated with p-toluenesulfonyl chloride to furnish the corresponding p-toluenesulfonate. This p-toluenesulfonate was treated with sodium azide NaN3 in dimethyl formamide (DMF) (CH3)2NCHO at about 70 degrees C. to 100 degrees C. to prod... Reactants: COCCOCCOCCN(OCc1ccccc1)C(=O)CCC(=O)NCCCCCN(OCc1ccccc1)C(=O)CCC(=O)NCCCCCN(OCc1ccccc1)C(=O)OC(C)(C)C, N#CCCCCN(OCc1ccccc1)C(=O)CCC(=O)NCCCCCNOCc1ccccc1, ClCCl, O=C(O)C(F)(F)F. The product is COCCOCCOCCN(OCc1ccccc1)C(=O)CCC(=O)NCCCCCN(OCc1ccccc1)C(=O)CCC(=O)NCCCCCNOCc1ccccc1. Reaction SMILES: [C:8]([O:9][C:10](=[O:11])[N:15]([CH2:16][CH2:17][CH2:18][CH2:19][CH2:20][NH:21][C:22]([CH2:23][CH2:24][C:25]([N:26]([CH2:27][CH2:28][CH2:29][CH2:30][CH2:31][NH:32][C:33]([CH2:34][CH2:35][C:36]([N:37]([CH2:38][CH2:39][O:40][CH2:41][CH2:42][O:43][CH2:44][CH2:45][O:46][CH3:47])[O:48][CH2:49][c:50]1[cH:51][cH:52][cH:53][cH:54][cH:55]1)=[O:56])=[O:57])[O:58][CH2:59][c:60]1[cH:61][cH:62][cH:63][cH:64][cH:65]1)=[O:66])=[O:67])[O:68][CH2:69][c:70]1[cH:71][cH:72][cH:73][cH:74][cH:75]1)([CH3:12])([CH3:13])[CH3:14].[CH2:76]([O:77][N:78]([C:79](=[O:80])[CH2:81][CH2:82][C:83](=[O:84])[NH:85][CH2:86][CH2:87][CH2:88][CH2:89][CH2:90][NH:91][O:92][CH2:93][c:94]1[cH:95][cH:96][cH:97][cH:98][cH:99]1)[CH2:100][CH2:101][CH2:102][CH2:103][C:104]#[N:105])[c:106]1[cH:107][cH:108][cH:109][cH:110][cH:111]1.[Cl:112][CH2:113][Cl:114].[F:1][C:2]([F:3])([F:4])[C:5]([OH:6])=[O:7]>>[NH:15]([CH2:16][CH2:17][CH2:18][CH2:19][CH2:20][NH:21][C:22]([CH2:23][CH2:24][C:25]([N:26]([CH2:27][CH2:28][CH2:29][CH2:30][CH2:31][NH:32][C:33]([CH2:34][CH2:35][C:36]([N:37]([CH2:38][CH2:39][O:40][CH2:41][CH2:42][O:43][CH2:44][CH2:45][O:46][CH3:47])[O:48][CH2:49][c:50]1[cH:51][cH:52][cH:53][cH:54][cH:55]1)=[O:56])=[O:57])[O:58][CH2:59][c:60]1[cH:61][cH:62][cH:63][cH:64][cH:65]1)=[O:66])=[O:67])[O:68][CH2:69][c:70]1[cH:71][cH:72][cH:73][cH:74][cH:75]1. Starting materials: COCCCOc1cc(C(=O)OC)ccc1OC, CO, [Na+], [OH-]. The product is COCCCOc1cc(C(=O)O)ccc1OC. As a reaction SMILES: [CH3:1][O:2][C:3]([c:4]1[cH:5][c:6]([O:12][CH2:13][CH2:14][CH2:15][O:16][CH3:17])[c:7]([O:10][CH3:11])[cH:8][cH:9]1)=[O:18].[CH3:21][OH:22].[Na+:20].[OH-:19]>>[O:2]=[C:3]([c:4]1[cH:5][c:6]([O:12][CH2:13][CH2:14][CH2:15][O:16][CH3:17])[c:7]([O:10][CH3:11])[cH:8][cH:9]1)[OH:18].